Dataset: the Open Reaction Database (ORD), a public repository of structured organic reaction records. Task: describe an organic reaction: reactants, conditions, products, and yield Reactants: CCOC(=O)N1c2ccc(OC)nc2C(Nc2ncc(NC(=O)OCCO)c(Cc3cc(C(F)(F)F)cc(C(F)(F)F)c3)n2)CC1CC, CC(C)=O, O=[Cr](=O)=O, O=S(=O)(O)O. Product: CCOC(=O)N1c2ccc(OC)nc2C(Nc2ncc(NC(=O)OCC(=O)O)c(Cc3cc(C(F)(F)F)cc(C(F)(F)F)c3)n2)CC1CC. Reaction SMILES: [CH2:1]([CH3:2])[O:3][C:4](=[O:5])[N:6]1[CH:7]([CH2:47][CH3:48])[CH2:8][CH:9]([NH:18][c:19]2[n:20][cH:21][c:22]([NH:40][C:41](=[O:42])[O:43][CH2:44][CH2:45][OH:46])[c:23]([CH2:25][c:26]3[cH:27][c:28]([C:36]([F:37])([F:38])[F:39])[cH:29][c:30]([C:32]([F:33])([F:34])[F:35])[cH:31]3)[n:24]2)[c:10]2[n:11][c:12]([O:16][CH3:17])[cH:13][cH:14][c:15]21.[CH3:53][C:54](=[O:55])[CH3:56].[O:49]=[Cr:50](=[O:51])=[O:52].[S:57](=[O:58])(=[O:59])([OH:60])[OH:61]>>[CH2:1]([CH3:2])[O:3][C:4](=[O:5])[N:6]1[CH:7]([CH2:47][CH3:48])[CH2:8][CH:9]([NH:18][c:19]2[n:20][cH:21][c:22]([NH:40][C:41](=[O:42])[O:43][CH2:44][C:45](=[O:46])[OH:49])[c:23]([CH2:25][c:26]3[cH:27][c:28]([C:36]([F:37])([F:38])[F:39])[cH:29][c:30]([C:32]([F:33])([F:34])[F:35])[cH:31]3)[n:24]2)[c:10]2[n:11][c:12]([O:16][CH3:17])[cH:13][cH:14][c:15]21. Starting materials: CCO, O=Cc1ccccc1, CNC(=S)n1nc(N)nc1N. Yields the product CNC(=S)n1nc(N=Cc2ccccc2)nc1N. As a reaction SMILES: [CH3:20][CH2:21][OH:22].[CH:12](=[O:13])[c:14]1[cH:15][cH:16][cH:17][cH:18][cH:19]1.[NH2:1][c:2]1[n:3][n:4]([C:8](=[S:9])[NH:10][CH3:11])[c:5]([NH2:7])[n:6]1>>[N:1]([c:2]1[n:3][n:4]([C:8](=[S:9])[NH:10][CH3:11])[c:5]([NH2:7])[n:6]1)=[CH:12][c:14]1[cH:15][cH:16][cH:17][cH:18][cH:19]1. Reactants: COc1cc(F)c(C)cc1[N+](=O)[O-], CS(C)=O, [K+], [K+], CC(C)(C)OC(=O)N1CCCNCC1, O=C([O-])[O-], O. The product is COc1cc(N2CCCN(C(=O)OC(C)(C)C)CC2)c(C)cc1[N+](=O)[O-]. RXN SMILES: [CH3:1][O:2][c:3]1[c:4]([N+:11](=[O:12])[O-:13])[cH:5][c:6]([CH3:10])[c:7]([F:9])[cH:8]1.[CH3:35][S:36]([CH3:37])=[O:38].[K+:28].[K+:29].[N:14]1([C:21](=[O:22])[O:23][C:24]([CH3:25])([CH3:26])[CH3:27])[CH2:15][CH2:16][NH:17][CH2:18][CH2:19][CH2:20]1.[O-:30][C:31]([O-:32])=[O:33].[OH2:34]>>[CH3:1][O:2][c:3]1[c:4]([N+:11](=[O:12])[O-:13])[cH:5][c:6]([CH3:10])[c:7]([N:17]2[CH2:16][CH2:15][N:14]([C:21](=[O:22])[O:23][C:24]([CH3:25])([CH3:26])[CH3:27])[CH2:20][CH2:19][CH2:18]2)[cH:8]1. Reactants: BrC1=C(N=C(N=N1)N)C1=CC=CC=C1 (6-bromo-5-phenyl-1,2,4-triazin-3-amine), FC=1C=C(C=C(C1)F)O (3,5-difluorophenol). The product is FC=1C=C(OC2=C(N=C(N=N2)N)C2=CC=CC=C2)C=C(C1)F (6-(3,5-Difluorophenoxy)-5-phenyl-1,2,4-triazin-3-amine). Isolated yield 16.9%. As a reaction SMILES: Br[C:2]1[N:7]=[N:6][C:5]([NH2:8])=[N:4][C:3]=1[C:9]1[CH:14]=[CH:13][CH:12]=[CH:11][CH:10]=1.[F:15][C:16]1[CH:17]=[C:18]([OH:23])[CH:19]=[C:20]([F:22])[CH:21]=1>>[F:15][C:16]1[CH:17]=[C:18]([CH:19]=[C:20]([F:22])[CH:21]=1)[O:23][C:2]1[N:7]=[N:6][C:5]([NH2:8])=[N:4][C:3]=1[C:9]1[CH:14]=[CH:13][CH:12]=[CH:11][CH:10]=1. Procedure: 6-(3,5-Difluorophenoxy)-5-phenyl-1,2,4-triazin-3-amine (101 mg, 17%) was prepared from 6-bromo-5-phenyl-1,2,4-triazin-3-amine (0.50 g, 1.99 mmol) and 3,5-difluorophenol (0.31 g, 3.98 mmol) according to the general procedure of Example 3. The reactants are CCOC(=O)N1CC2CC(C)NC2C1, Cl. Yields the product CC1CC2CNCC2N1. Reaction SMILES: [CH3:1][CH:2]1[NH:3][CH:4]2[CH2:5][N:6]([C:10]([O:11][CH2:12][CH3:13])=[O:14])[CH2:7][CH:8]2[CH2:9]1.[ClH:15]>>[CH3:1][CH:2]1[NH:3][CH:4]2[CH2:5][NH:6][CH2:7][CH:8]2[CH2:9]1. The reactants are NC1=CC=C2C(C(=CN3C(CCC1=C23)C)C(=O)O)=O (8-amino-6,7-dihydro-5-methyl-1-oxo-1H,5H-benzo[ij]quinolizine-2-carboxylic acid), [H][H] (hydrogen), CC1CCC2=C3C(C(C(=CN13)C(=O)O)=O)=CC=C2N2C=CC=C2 (6,7-dihydro-5-methyl-1-oxo-8-(1-pyrryl)-1H,5H-benzo[ij]quinolizine-2-carboxylic acid), crude product. Reagents/catalysts: [Rh] (rhodium on alumina). The solvent is FC(C(=O)O)(F)F (trifluoroacetic acid). Product: CC1CCC2=C3C(C(C(=CN13)C(=O)O)=O)=CC=C2N2CCCC2 (6,7-dihydro-5-methyl-1-oxo-8-(1-pyrrolidyl)-1H,5H-benzo[ij]quinolizine-2-carboxylicacid). Reaction SMILES: NC1C2=C3N(C(C)CC2)C=C(C(O)=O)C(=O)C3=CC=1.[CH3:20][CH:21]1[N:30]2[C:25]3[C:26](=[CH:35][CH:36]=[C:37]([N:38]4[CH:42]=[CH:41][CH:40]=[CH:39]4)[C:24]=3[CH2:23][CH2:22]1)[C:27](=[O:34])[C:28]([C:31]([OH:33])=[O:32])=[CH:29]2.[H][H]>FC(F)(F)C(O)=O.[Rh]>[CH3:20][CH:21]1[N:30]2[C:25]3[C:26](=[CH:35][CH:36]=[C:37]([N:38]4[CH2:42][CH2:41][CH2:40][CH2:39]4)[C:24]=3[CH2:23][CH2:22]1)[C:27](=[O:34])[C:28]([C:31]([OH:33])=[O:32])=[CH:29]2. Reported procedure: Using the method of Example 5, 3.0 g of 8-amino-6,7-dihydro-5-methyl-1-oxo-1H,5H-benzo[ij]quinolizine-2-carboxylic acid was converted to 6,7-dihydro-5-methyl-1-oxo-8-(1-pyrryl)-1H,5H-benzo[ij]quinolizine-2-carboxylic acid. The crude product was dissolved in 50 ml of trifluoroacetic acid and 2 g of rhodium on alumina was added. The mixture was hydrogenated at 20° C. for 18 hours at 50 psi of hydrogen gas. The mixture was filtered, evaporated to dryness and dissolved in 10 percent sodium hydroxide... Starting materials: [Al+3], Brc1cccc2ccccc12, COC(=O)C(=O)Cl, [Cl-], [Cl-], [Cl-], ClCCl, O. Product: COC(=O)C(=O)c1ccc(Br)c2ccccc12. RXN SMILES: [Al+3:2].[Br:12][c:13]1[cH:14][cH:15][cH:16][c:17]2[cH:18][cH:19][cH:20][cH:21][c:22]12.[CH3:5][O:6][C:7]([C:8](=[O:9])[Cl:10])=[O:11].[Cl-:1].[Cl-:3].[Cl-:4].[Cl:24][CH2:25][Cl:26].[OH2:23]>>[CH3:5][O:6][C:7]([C:8](=[O:9])[c:16]1[cH:15][cH:14][c:13]([Br:12])[c:22]2[c:17]1[cH:18][cH:19][cH:20][cH:21]2)=[O:11]. Starting materials: CC1(C)CC(Oc2nc(Cl)nc(OC3CC(C)(C)N(OC4CCCCC4)C(C)(C)C3)n2)CC(C)(C)N1OC1CCCCC1, NCCO. Product: CC1(C)CC(Oc2nc(NCCO)nc(OC3CC(C)(C)N(OC4CCCCC4)C(C)(C)C3)n2)CC(C)(C)N1OC1CCCCC1. Reaction SMILES: [Cl:1][c:2]1[n:3][c:4]([O:26][CH:27]2[CH2:28][C:29]([CH3:42])([CH3:43])[N:30]([O:35][CH:36]3[CH2:37][CH2:38][CH2:39][CH2:40][CH2:41]3)[C:31]([CH3:33])([CH3:34])[CH2:32]2)[n:5][c:6]([O:8][CH:9]2[CH2:10][C:11]([CH3:24])([CH3:25])[N:12]([O:17][CH:18]3[CH2:19][CH2:20][CH2:21][CH2:22][CH2:23]3)[C:13]([CH3:15])([CH3:16])[CH2:14]2)[n:7]1.[NH2:44][CH2:45][CH2:46][OH:47]>>[c:2]1([NH:44][CH2:45][CH2:46][OH:47])[n:3][c:4]([O:26][CH:27]2[CH2:28][C:29]([CH3:42])([CH3:43])[N:30]([O:35][CH:36]3[CH2:37][CH2:38][CH2:39][CH2:40][CH2:41]3)[C:31]([CH3:33])([CH3:34])[CH2:32]2)[n:5][c:6]([O:8][CH:9]2[CH2:10][C:11]([CH3:24])([CH3:25])[N:12]([O:17][CH:18]3[CH2:19][CH2:20][CH2:21][CH2:22][CH2:23]3)[C:13]([CH3:15])([CH3:16])[CH2:14]2)[n:7]1. The product is CNC(=O)N(c1ccccc1)c1cccc2ccccc12. Starting materials: CN=C=O, Cc1ccccc1, CCCCOP(=O)([O-])OCCCC, c1ccc(Nc2cccc3ccccc23)cc1. RXN SMILES: [CH3:18][N:19]=[C:20]=[O:21].[CH3:35][c:36]1[cH:37][cH:38][cH:39][cH:40][cH:41]1.[P:22]([O-:23])([O:24][CH2:25][CH2:26][CH2:27][CH3:28])([O:29][CH2:30][CH2:31][CH2:32][CH3:33])=[O:34].[c:1]1([NH:11][c:12]2[cH:13][cH:14][cH:15][cH:16][cH:17]2)[cH:2][cH:3][cH:4][c:5]2[cH:6][cH:7][cH:8][cH:9][c:10]12>>[c:1]1([N:11]([c:12]2[cH:13][cH:14][cH:15][cH:16][cH:17]2)[C:20]([NH:19][CH3:18])=[O:21])[cH:2][cH:3][cH:4][c:5]2[cH:6][cH:7][cH:8][cH:9][c:10]12. Starting materials: CC(C)(C)OC(=O)NC1C(=O)Nc2ccccc2-c2ccccc21, Fc1ccc(OCCBr)cc1. Product: CC(C)(C)OC(=O)NC1C(=O)N(CCOc2ccc(F)cc2)c2ccccc2-c2ccccc21. RXN SMILES: [C:1]([CH3:2])([CH3:3])([CH3:4])[O:5][C:6]([NH:7][CH:8]1[c:9]2[c:10]([cH:20][cH:21][cH:22][cH:23]2)-[c:11]2[c:12]([cH:16][cH:17][cH:18][cH:19]2)[NH:13][C:14]1=[O:15])=[O:24].[F:25][c:26]1[cH:27][cH:28][c:29]([O:30][CH2:31][CH2:32][Br:33])[cH:34][cH:35]1>>[C:1]([CH3:2])([CH3:3])([CH3:4])[O:5][C:6]([NH:7][CH:8]1[c:9]2[c:10]([cH:20][cH:21][cH:22][cH:23]2)-[c:11]2[c:12]([cH:16][cH:17][cH:18][cH:19]2)[N:13]([CH2:32][CH2:31][O:30][c:29]2[cH:28][cH:27][c:26]([F:25])[cH:35][cH:34]2)[C:14]1=[O:15])=[O:24].